describe an organic reaction: reactants, conditions, products, and yield From a dataset of the Open Reaction Database (ORD), a public repository of structured organic reaction records. The reactants are Cl (HCl), [OH-].[Na+] (NaOH), C1CCOC1 (THF), FC1=CC=C(C=C1)C1=CC=C(C=C1)NCC1=C(C=C(C=C1)C(=C)C)C=1C=CC(=NC1)C(=O)NCCC(=O)OCC (ethyl 3-(5-(2-(((4′-fluoro-[1,1′-biphenyl]-4-yl)amino)methyl)-5-(prop-1-en-2-yl)phenyl)picolinamido)propanoate). The solvent is CO (MeOH). Product: FC1=CC=C(C=C1)C1=CC=C(C=C1)NCC1=C(C=C(C=C1)C(=C)C)C=1C=CC(=NC1)C(=O)NCCC(=O)O (3-(5-(2-(((4′-fluoro-[1,1′-biphenyl]-4-yl)amino)methyl)-5-(prop-1-en-2-yl)phenyl)picolinamido)propanoic acid). Reaction SMILES: [OH-].[Na+].C1COCC1.[F:8][C:9]1[CH:14]=[CH:13][C:12]([C:15]2[CH:20]=[CH:19][C:18]([NH:21][CH2:22][C:23]3[CH:28]=[CH:27][C:26]([C:29]([CH3:31])=[CH2:30])=[CH:25][C:24]=3[C:32]3[CH:33]=[CH:34][C:35]([C:38]([NH:40][CH2:41][CH2:42][C:43]([O:45]CC)=[O:44])=[O:39])=[N:36][CH:37]=3)=[CH:17][CH:16]=2)=[CH:11][CH:10]=1.Cl>CO>[F:8][C:9]1[CH:14]=[CH:13][C:12]([C:15]2[CH:20]=[CH:19][C:18]([NH:21][CH2:22][C:23]3[CH:28]=[CH:27][C:26]([C:29]([CH3:31])=[CH2:30])=[CH:25][C:24]=3[C:32]3[CH:33]=[CH:34][C:35]([C:38]([NH:40][CH2:41][CH2:42][C:43]([OH:45])=[O:44])=[O:39])=[N:36][CH:37]=3)=[CH:17][CH:16]=2)=[CH:11][CH:10]=1 |f:0.1|. Procedure details: A 3M aqueous NaOH solution (0.32 mL, 0.97 mmol) was added to a THF (1.0 mL) and MeOH (1.5 mL) solution of ethyl 3-(5-(2-(((4′-fluoro-[1,1′-biphenyl]-4-yl)amino)methyl)-5-(prop-1-en-2-yl)phenyl)picolinamido)propanoate (87 mg, 0.16 mmol) and the resulting mixture was stirred at room temperature. After 2 h the resulting mixture was acidified with 1N aqueous HCl and extracted with EtOAc. The combined organics were dried (Na2SO4), concentrated and purified via column chromatography to give the title ... Reactants: [N+](=O)([O-])C1=CC=C(C=C1)C1=NNC(=C1C#N)N=CN(C)C (N'-[3-(4-nitro-phenyl)-4-cyano-1H-pyrazol-5-yl]-N,N-dimethylformamidine). Reagents/catalysts: [Pd] (Pd/C). The solvent is C1CCOC1 (THF). The product is NC1=CC=C(C=C1)C1=NNC(=C1C#N)N=CN(C)C (N'-[3-(4-amino-phenyl)-4-cyano-1H-pyrazol-5-yl]-N,N-dimethylformamidine). Reaction SMILES: [N+:1]([C:4]1[CH:9]=[CH:8][C:7]([C:10]2[C:14]([C:15]#[N:16])=[C:13]([N:17]=[CH:18][N:19]([CH3:21])[CH3:20])[NH:12][N:11]=2)=[CH:6][CH:5]=1)([O-])=O>C1COCC1.[Pd]>[NH2:1][C:4]1[CH:9]=[CH:8][C:7]([C:10]2[C:14]([C:15]#[N:16])=[C:13]([N:17]=[CH:18][N:19]([CH3:21])[CH3:20])[NH:12][N:11]=2)=[CH:6][CH:5]=1. Procedure details: In the presence of 30 mg of Pd/C (5%), 142 mg (0.50 mmol) of N'-[3-(4-nitro-phenyl)-4-cyano-1H-pyrazol-5-yl]-N,N-dimethylformamidine are hydrogenated in 20 ml of THF. Filtering, concentration by evaporation and crystallization from ethyl acetate/diethyl ether/hexane yield N'-[3-(4-amino-phenyl)-4-cyano-1H-pyrazol-5-yl]-N,N-dimethylformamidine; TLC: Rf =0.07 (ethyl acetate:hexane=3:1); FAB-MS: (M+H)+ =255. The reactants are COC1=C(C=C2C(=N1)C=CN2[Si](C(C)C)(C(C)C)C(C)C)B(O)O (5-methoxy-1-(triisopropylsilyl)-1H-pyrrolo[3,2-b]pyridin-6-ylboronic acid), C([O-])([O-])=O.[Na+].[Na+] (sodium carbonate), [Cl-].[Li+] (lithium chloride), FC(S(=O)(=O)OC1=CCN(CC1)C(=O)OC(C)(C)C)(F)F (tert-butyl 4-(trifluoromethylsulfonyloxy)-5,6-dihydropyridine-1(2H)-carboxylate). The reagents and catalysts are C=1C=CC(=CC1)[P](C=2C=CC=CC2)(C=3C=CC=CC3)[Pd]([P](C=4C=CC=CC4)(C=5C=CC=CC5)C=6C=CC=CC6)([P](C=7C=CC=CC7)(C=8C=CC=CC8)C=9C=CC=CC9)[P](C=1C=CC=CC1)(C=1C=CC=CC1)C=1C=CC=CC1 (tetrakis(triphenylphosphine)palladium(0)). Run in O (H2O), O1CCOCC1 (1,4-dioxane). Reaction conditions: temperature 80 celsius, time 2 hour. Product: COC1=C(C=C2C(=N1)C=CN2[Si](C(C)C)(C(C)C)C(C)C)C2=CCN(CC2)C(=O)OC(C)(C)C (tert-butyl 4-(5-methoxy-1-(triisopropylsilyl)-1H-pyrrolo[3,2-b]pyridin-6-yl)-5,6-dihydropyridine-1(2H)-carboxylate). Yield: 79.6%. Reaction SMILES: [CH3:1][O:2][C:3]1[N:8]=[C:7]2[CH:9]=[CH:10][N:11]([Si:12]([CH:19]([CH3:21])[CH3:20])([CH:16]([CH3:18])[CH3:17])[CH:13]([CH3:15])[CH3:14])[C:6]2=[CH:5][C:4]=1B(O)O.C(=O)([O-])[O-].[Na+].[Na+].[Cl-].[Li+].FC(F)(F)S(O[C:39]1[CH2:44][CH2:43][N:42]([C:45]([O:47][C:48]([CH3:51])([CH3:50])[CH3:49])=[O:46])[CH2:41][CH:40]=1)(=O)=O>C1C=CC([P]([Pd]([P](C2C=CC=CC=2)(C2C=CC=CC=2)C2C=CC=CC=2)([P](C2C=CC=CC=2)(C2C=CC=CC=2)C2C=CC=CC=2)[P](C2C=CC=CC=2)(C2C=CC=CC=2)C2C=CC=CC=2)(C2C=CC=CC=2)C2C=CC=CC=2)=CC=1.O.O1CCOCC1>[CH3:1][O:2][C:3]1[N:8]=[C:7]2[CH:9]=[CH:10][N:11]([Si:12]([CH:19]([CH3:21])[CH3:20])([CH:16]([CH3:18])[CH3:17])[CH:13]([CH3:15])[CH3:14])[C:6]2=[CH:5][C:4]=1[C:39]1[CH2:44][CH2:43][N:42]([C:45]([O:47][C:48]([CH3:51])([CH3:50])[CH3:49])=[O:46])[CH2:41][CH:40]=1 |f:1.2.3,4.5,^1:57,59,78,97|. Procedure: To 5-methoxy-1-(triisopropylsilyl)-1H-pyrrolo[3,2-b]pyridin-6-ylboronic acid (900 mg, 2.58 mmol) was added sodium carbonate (548 mg, 5.17 mmol), lithium chloride (219 mg, 5.17 mmol), tert-butyl 4-(trifluoromethylsulfonyloxy)-5,6-dihydropyridine-1(2H)-carboxylate (856 mg, 2.58 mmol) and deairared 1,4-dioxane (15 mL) at rt temperature, followed by tetrakis(triphenylphosphine)palladium(0) (149 mg, 0.1297 mol), and H2O (1 mL). The resulting light brown mixture was stirred at 80° C. for 2 hr, and the... Starting materials: CO, [Cl-], CN(CCl)S(=O)(=O)O, c1ccccc1. Product: COCN(C)S(=O)(=O)O, [Cl-]. RXN SMILES: [CH3:1][OH:2].[Cl-:3].[Cl:4][CH2:5][N:6]([S:7]([OH:8])(=[O:9])=[O:10])[CH3:11].[cH:12]1[cH:13][cH:14][cH:15][cH:16][cH:17]1>>[CH3:1][O:2][CH2:5][N:6]([S:7]([OH:8])(=[O:9])=[O:10])[CH3:11].[Cl-:4]. Reactants: C[C@@]1([C@@H](N2C(C[C@H]2S1(=O)=O)=O)C(=O)OC(C1=CC=CC=C1)C1=CC=CC=C1)\C=C\C1=NC=CC=C1 (benzhydryl (E)-(2S,3S,5R)-3-methyl-3-(2- pyridin-2-yl-vinyl)-4,4,7-trioxo-4-thia-1-aza-bicyclo[3.2.0]-heptane-2-carboxylate), pale beige crystal, [K+].[Br-] (KBr). Product: C[C@@]1([C@@H](N2C(C[C@H]2S1(=O)=O)=O)C(=O)O)\C=C\C1=NC=CC=C1 ((E)-(2S,3S,5R)-3-Methyl-3-(2-pyridin-2-yl-vinyl)-4,4,7-trioxo-4-thia-1-aza-bicyclo[3.2.0]heptane-2-carboxylic acid). RXN SMILES: [CH3:1][C@@:2]1(/[CH:28]=[CH:29]/[C:30]2[CH:35]=[CH:34][CH:33]=[CH:32][N:31]=2)[S:8](=[O:10])(=[O:9])[C@H:7]2[N:4]([C:5](=[O:11])[CH2:6]2)[C@H:3]1[C:12]([O:14]C(C1C=CC=CC=1)C1C=CC=CC=1)=[O:13].[K+].[Br-]>>[CH3:1][C@@:2]1(/[CH:28]=[CH:29]/[C:30]2[CH:35]=[CH:34][CH:33]=[CH:32][N:31]=2)[S:8](=[O:9])(=[O:10])[C@H:7]2[N:4]([C:5](=[O:11])[CH2:6]2)[C@H:3]1[C:12]([OH:14])=[O:13] |f:1.2|. Procedure: 200 mg (0.41 mmol) of benzhydryl (E)-(2S,3S,5R)-3-methyl-3-(2- pyridin-2-yl-vinyl)-4,4,7-trioxo-4-thia-1-aza-bicyclo[3.2.0]-heptane-2-carboxylate were deprotected analogously to Example 10. Yield: 85 mg (65%) of pale beige crystal powder MS: (M+H)+ 323.3 IR (KBr): 2700(br), 1790, 1720, 1621, 1318, 1140, 978 cm-1 Reactants: S1C(=CC=C1)C(=O)O (2-thiophenecarboxylic acid), C(C)NCC(C(F)(F)F)(O)CNC1=C2C=NN(C2=CC(=C1)C)C1=CC=C(C=C1)F (3-(ethylamino)-1,1,1-trifluoro-2-({[1-(4-fluorophenyl)-6-methyl-1H-indazol-4-yl]amino}methyl)-2-propanol). Product: C(C)N(C(=O)C=1SC=CC1)CC(C(F)(F)F)(O)CNC1=C2C=NN(C2=CC(=C1)C)C1=CC=C(C=C1)F (N-Ethyl-N-[3,3,3-trifluoro-2-({[1-(4-fluorophenyl)-6-methyl-1H-indazol-4-yl]amino}methyl)-2-hydroxypropyl]-2-thiophenecarboxamide). As a reaction SMILES: [S:1]1[CH:5]=[CH:4][CH:3]=[C:2]1[C:6]([OH:8])=O.[CH2:9]([NH:11][CH2:12][C:13]([CH2:19][NH:20][C:21]1[CH:29]=[C:28]([CH3:30])[CH:27]=[C:26]2[C:22]=1[CH:23]=[N:24][N:25]2[C:31]1[CH:36]=[CH:35][C:34]([F:37])=[CH:33][CH:32]=1)([OH:18])[C:14]([F:17])([F:16])[F:15])[CH3:10]>>[CH2:9]([N:11]([CH2:12][C:13]([CH2:19][NH:20][C:21]1[CH:29]=[C:28]([CH3:30])[CH:27]=[C:26]2[C:22]=1[CH:23]=[N:24][N:25]2[C:31]1[CH:32]=[CH:33][C:34]([F:37])=[CH:35][CH:36]=1)([OH:18])[C:14]([F:16])([F:17])[F:15])[C:6]([C:2]1[S:1][CH:5]=[CH:4][CH:3]=1)=[O:8])[CH3:10]. Procedure details: Prepared similarly to Example 1 from 2-thiophenecarboxylic acid and 3-(ethylamino)-1,1,1-trifluoro-2-({[1-(4-fluorophenyl)-6-methyl-1H-indazol-4-yl]amino}methyl)-2-propanol. Reactants: O=C([O-])[O-], CCCCc1ccc(B(O)O)cc1, C1COCCO1, COC(=O)c1cc(S(=O)(=O)Nc2ccc(Br)cc2)ccc1C, [K+], [K+], O. The product is CCCCc1ccc(-c2ccc(NS(=O)(=O)c3ccc(C)c(C(=O)OC)c3)cc2)cc1. Reaction SMILES: [C:36](=[O:37])([O-:38])[O-:39].[CH2:1]([CH2:2][CH2:3][CH3:4])[c:5]1[cH:6][cH:7][c:8]([B:11]([OH:12])[OH:13])[cH:9][cH:10]1.[CH2:42]1[O:43][CH2:44][CH2:45][O:46][CH2:47]1.[CH3:14][O:15][C:16]([c:17]1[c:18]([CH3:34])[cH:19][cH:20][c:21]([S:23]([NH:24][c:25]2[cH:26][cH:27][c:28]([Br:31])[cH:29][cH:30]2)(=[O:32])=[O:33])[cH:22]1)=[O:35].[K+:40].[K+:41].[OH2:48]>>[CH2:1]([CH2:2][CH2:3][CH3:4])[c:5]1[cH:6][cH:7][c:8](-[c:28]2[cH:27][cH:26][c:25]([NH:24][S:23]([c:21]3[cH:20][cH:19][c:18]([CH3:34])[c:17]([C:16]([O:15][CH3:14])=[O:35])[cH:22]3)(=[O:32])=[O:33])[cH:30][cH:29]2)[cH:9][cH:10]1. The reactants are O1CCCC1 (tetrahydrofuran), solution, C(C)(C)[N-]C(C)C.[Li+] (lithium diisopropylamide), O1CCCC1 (tetrahydrofuran), O1CCCC1 (tetrahydrofuran), O1CCCC1 (tetrahydrofuran), C(C)(=O)O (acetic acid), [Si](C)(C)(C(C)(C)C)OCCOCN1C(=S)NC(=O)C(=C1)CC (1-[(2-t-butyldimethylsilyloxyethoxy)methyl]-5-ethyl-2-thiouracil), C1(=CC=CC=C1)SSC1=CC=CC=C1 (diphenyl disulfide). Run at temperature -70 celsius, time 1 hour. The product is [Si](C)(C)(C(C)(C)C)OCCOCN1C(=S)NC(=S)C(=C1C1=CC=CC=C1)CC (1-[(2-t-butyldimethylsilyloxyethoxy)methyl]-5-ethyl-6-phenylthio-2-thiouracil). Isolated yield 76.0%. Reaction SMILES: C([N-][CH:5]([CH3:7])[CH3:6])(C)C.[Li+].[Si:9]([O:16][CH2:17][CH2:18][O:19][CH2:20][N:21]1[CH:28]=[C:27]([CH2:29][CH3:30])[C:25](=O)[NH:24][C:22]1=[S:23])([C:12]([CH3:15])([CH3:14])[CH3:13])([CH3:11])[CH3:10].C1([S:37]SC2C=CC=CC=2)C=CC=CC=1.C(O)(=O)C.O1C[CH2:52][CH2:51][CH2:50]1>>[Si:9]([O:16][CH2:17][CH2:18][O:19][CH2:20][N:21]1[C:28]([C:6]2[CH:5]=[CH:7][CH:52]=[CH:51][CH:50]=2)=[C:27]([CH2:29][CH3:30])[C:25](=[S:37])[NH:24][C:22]1=[S:23])([C:12]([CH3:15])([CH3:14])[CH3:13])([CH3:11])[CH3:10] |f:0.1|. Reported procedure: Next, 11 ml (22 mmol) of 2.0M solution of lithium diisopropylamide in tetrahydrofuran was added under a nitrogen atmosphere to 30 ml of tetrahydrofuran which has been cooled down to -70° C. in advance. To this was added dropwise 14 ml of tetrahydrofuran solution containing 3.4 g (10 mmol) of the thus obtained 1-[(2-t-butyldimethylsilyloxyethoxy)methyl]-5-ethyl-2-thiouracil by keeping the reaction solution at a temperature of -70° C. or lower. The resulting mixture was stirred for 1 hour at -70° ...